This data is from the Open Reaction Database (ORD), a public repository of structured organic reaction records. The task is: describe an organic reaction: reactants, conditions, products, and yield Reactants: [N+](=O)([O-])[O-].[Pd+2].[N+](=O)([O-])[O-] (Palladium nitrate), C(CCCCCCCCCCC)S (dodecanethiol). Solvent: C(C)O (ethanol). Yields the product C(CCCCCCCCCCC)[S-].[Pd+2].C(CCCCCCCCCCC)[S-] (palladium dodecanethiolate). RXN SMILES: [N+]([O-])([O-])=O.[Pd+2:5].[N+]([O-])([O-])=O.[CH2:10]([SH:22])[CH2:11][CH2:12][CH2:13][CH2:14][CH2:15][CH2:16][CH2:17][CH2:18][CH2:19][CH2:20][CH3:21]>C(O)C>[CH2:10]([S-:22])[CH2:11][CH2:12][CH2:13][CH2:14][CH2:15][CH2:16][CH2:17][CH2:18][CH2:19][CH2:20][CH3:21].[Pd+2:5].[CH2:10]([S-:22])[CH2:11][CH2:12][CH2:13][CH2:14][CH2:15][CH2:16][CH2:17][CH2:18][CH2:19][CH2:20][CH3:21] |f:0.1.2,5.6.7|. Procedure: Palladium nitrate was dissolved in ethanol and dodecanethiol was added to the solution, while stirring. The yellow precipitate of palladium dodecanethiolate obtained was separated by centrifugation, washed several times with ethanol or acetone and finally dissolved in hot (50° C.) chloroform and re-precipitated by adding ethanol. The product was separated by centrifugation and then left to dry in the air. A solution of palladium dodecanethiolate in chloroform was then added to a solution of poly... The reactants are Cl.Cl.NC1=CC(=C(C(=O)NCC2CCNCC2)C=C1Cl)OC (4-Amino-5-chloro-2-methoxy-N-(piperidin-4-ylmethyl)benzamide dihydrochloride), COC=1C=C(COCCCCBr)C=CC1OC (4-(3,4-dimethoxybenzyloxy)butyl bromide). Yields the product NC1=CC(=C(C(=O)NCC2CCN(CC2)CCCCOCC2=CC(=C(C=C2)OC)OC)C=C1Cl)OC (4-amino-5-chloro-N-((1-(4-(3,4-dimethoxybenzyloxy)butyl)piperidin-4-yl)methyl)-2-methoxybenzamide). As a reaction SMILES: Cl.Cl.[NH2:3][C:4]1[C:19]([Cl:20])=[CH:18][C:7]([C:8]([NH:10][CH2:11][CH:12]2[CH2:17][CH2:16][NH:15][CH2:14][CH2:13]2)=[O:9])=[C:6]([O:21][CH3:22])[CH:5]=1.[CH3:23][O:24][C:25]1[CH:26]=[C:27]([CH:35]=[CH:36][C:37]=1[O:38][CH3:39])[CH2:28][O:29][CH2:30][CH2:31][CH2:32][CH2:33]Br>>[NH2:3][C:4]1[C:19]([Cl:20])=[CH:18][C:7]([C:8]([NH:10][CH2:11][CH:12]2[CH2:13][CH2:14][N:15]([CH2:33][CH2:32][CH2:31][CH2:30][O:29][CH2:28][C:27]3[CH:35]=[CH:36][C:37]([O:38][CH3:39])=[C:25]([O:24][CH3:23])[CH:26]=3)[CH2:16][CH2:17]2)=[O:9])=[C:6]([O:21][CH3:22])[CH:5]=1 |f:0.1.2|. Reported procedure: 4-Amino-5-chloro-2-methoxy-N-(piperidin-4-ylmethyl)benzamide dihydrochloride as starting compound and 4-(3,4-dimethoxybenzyloxy)butyl bromide are reacted and treated in the same manner as in Example 168 to give 4-amino-5-chloro-N-((1-(4-(3,4-dimethoxybenzyloxy)butyl)piperidin-4-yl)methyl)-2-methoxybenzamide. The reactants are BrBr (Bromine), FC=1C=C(C=CC1O)CC(CC(=O)OCC)(C)C (Ethyl 4-(3-fluoro-4-hydroxyphenyl)-3,3-dimethylbutanoate). The solvent is C(Cl)(Cl)(Cl)Cl (CCl4). Reaction conditions: time 30 minute. The product is BrC=1C=C(C=C(C1O)F)CC(CC(=O)OCC)(C)C (Ethyl 4-(3-bromo-5-fluoro-4-hydroxyphenyl)-3,3-dimethylbutanoate). RXN SMILES: [Br:1]Br.[F:3][C:4]1[CH:5]=[C:6]([CH2:11][C:12]([CH3:20])([CH3:19])[CH2:13][C:14]([O:16][CH2:17][CH3:18])=[O:15])[CH:7]=[CH:8][C:9]=1[OH:10]>C(Cl)(Cl)(Cl)Cl>[Br:1][C:8]1[CH:7]=[C:6]([CH2:11][C:12]([CH3:19])([CH3:20])[CH2:13][C:14]([O:16][CH2:17][CH3:18])=[O:15])[CH:5]=[C:4]([F:3])[C:9]=1[OH:10]. Procedure details: Bromine solution (12.4 ml, 12.4 mmol, 1.0 M in CCl4) was added a solution of the product of STEP 6 (1.58 g, 6.2 mmol) in 30 ml CCl4 at 0° C. over 5 min. The reaction was stirred at room temperature for 30 min, and quenched with saturated NaHCO3 solution. The product was extracted with ethyl acetate. The aqueous layer was extracted with ethyl acetate. The combined organic layer was washed brine, dried with Na2SO4, and concentrated. The residue was purified by chromatography (on silica gel, ethyl ... Reactants: CCOC(=O)C=C1COC(C)(CO[SiH](C)C)OC1C(C)(C)C, CCO. The product is CCOC(=O)CC1COC(C)(CO[SiH](C)C)OC1C(C)(C)C. As a reaction SMILES: [C:1]([CH3:2])([CH3:3])([CH3:4])[CH:5]1[O:6][C:7]([CH3:17])([CH2:18][O:19][SiH:20]([CH3:21])[CH3:22])[O:8][CH2:9][C:10]1=[CH:11][C:12](=[O:13])[O:14][CH2:15][CH3:16].[CH3:23][CH2:24][OH:25]>>[C:1]([CH3:2])([CH3:3])([CH3:4])[CH:5]1[O:6][C:7]([CH3:17])([CH2:18][O:19][SiH:20]([CH3:21])[CH3:22])[O:8][CH2:9][CH:10]1[CH2:11][C:12](=[O:13])[O:14][CH2:15][CH3:16]. Product: C(C)(=O)N(CCOC1=CC(=C(C(=C1)C)C1=CC(=CC=C1)CN(C1=CC(=C(C=C1)CCC(=O)OC(C)(C)C)F)S(=O)(=O)C1=C(C=CC=C1)[N+](=O)[O-])C)CC (tert-butyl 3-(4-{[(4′-{2-[acetyl(ethyl)amino]ethoxy}-2′,6′-dimethylbiphenyl-3-yl)methyl][(2-nitrophenyl)sulfonyl]amino}-2-fluorophenyl)propanoate). The reactants are FC1=C(C=CC(=C1)N(S(=O)(=O)C1=C(C=CC=C1)[N+](=O)[O-])CC=1C=C(C=CC1)C1=C(C=C(C=C1C)O)C)CCC(=O)OC(C)(C)C (tert-butyl 3-(2-fluoro-4-{[(4′-hydroxy-2′,6′-dimethylbiphenyl-3-yl)methyl][(2-nitrophenyl)sulfonyl]amino}phenyl)propanoate), C(C)NCCO (2-(ethylamino)ethanol), C(C)(=O)OC(C)=O (acetic anhydride). Procedure: In the same manner as in Example 196, the title compound (0.19 g) was obtained as a colorless amorphous powder from tert-butyl 3-(2-fluoro-4-{[(4′-hydroxy-2′,6′-dimethylbiphenyl-3-yl)methyl][(2-nitrophenyl)sulfonyl]amino}phenyl)propanoate, 2-(ethylamino)ethanol and acetic anhydride Reaction SMILES: [F:1][C:2]1[CH:7]=[C:6]([N:8]([CH2:21][C:22]2[CH:23]=[C:24]([C:28]3[C:33]([CH3:34])=[CH:32][C:31]([OH:35])=[CH:30][C:29]=3[CH3:36])[CH:25]=[CH:26][CH:27]=2)[S:9]([C:12]2[CH:17]=[CH:16][CH:15]=[CH:14][C:13]=2[N+:18]([O-:20])=[O:19])(=[O:11])=[O:10])[CH:5]=[CH:4][C:3]=1[CH2:37][CH2:38][C:39]([O:41][C:42]([CH3:45])([CH3:44])[CH3:43])=[O:40].[CH2:46]([NH:48][CH2:49][CH2:50]O)[CH3:47].[C:52](OC(=O)C)(=[O:54])[CH3:53]>>[C:52]([N:48]([CH2:46][CH3:47])[CH2:49][CH2:50][O:35][C:31]1[CH:32]=[C:33]([CH3:34])[C:28]([C:24]2[CH:25]=[CH:26][CH:27]=[C:22]([CH2:21][N:8]([S:9]([C:12]3[CH:17]=[CH:16][CH:15]=[CH:14][C:13]=3[N+:18]([O-:20])=[O:19])(=[O:10])=[O:11])[C:6]3[CH:5]=[CH:4][C:3]([CH2:37][CH2:38][C:39]([O:41][C:42]([CH3:45])([CH3:44])[CH3:43])=[O:40])=[C:2]([F:1])[CH:7]=3)[CH:23]=2)=[C:29]([CH3:36])[CH:30]=1)(=[O:54])[CH3:53].